This data is from the Open Reaction Database (ORD), a public repository of structured organic reaction records. The task is: describe an organic reaction: reactants, conditions, products, and yield Reactants: [Al+3].[Cl-].[Cl-].[Cl-] (AlCl3), C(=O)(OC)C1=CC=NC=C1C(=O)O (4-carbomethoxynicotinic acid), FC1=CC=CC=C1 (fluorobenzene). Run in O=S(Cl)Cl (SOCl2). The product is FC1=CC=C(C(=O)C=2C=NC=CC2C(=O)O)C=C1 (3-(4-FLUOROBENZOYL)PYRIDINE-4-CARBOXYLIC ACID). RXN SMILES: [C:1]([C:5]1[C:10]([C:11]([OH:13])=O)=[CH:9][N:8]=[CH:7][CH:6]=1)([O:3]C)=[O:2].[Al+3].[Cl-].[Cl-].[Cl-].[F:18][C:19]1[CH:24]=[CH:23][CH:22]=[CH:21][CH:20]=1>O=S(Cl)Cl>[F:18][C:19]1[CH:24]=[CH:23][C:22]([C:11]([C:10]2[CH:9]=[N:8][CH:7]=[CH:6][C:5]=2[C:1]([OH:3])=[O:2])=[O:13])=[CH:21][CH:20]=1 |f:1.2.3.4|. Reported procedure: A mixture of 4-carbomethoxynicotinic acid (2.0 g, 11.04 mmol) in 20 mL of SOCl2 is heated to reflux for 4 hours, then allowed to cool. Evaporation of excess SOCl2 results in 4-carbomethoxynicotinoyl chloride HCl which is suspended in fluorobenzene (15 ml) and treated with AlCl3 (4.04 g, 30.3 mmol). After heating at reflux for 2 hours, the reaction is quenched with ice and neutralized with aqueous NaOH to generate a precipitate which is filtered. The aqueous fraction of the biphasic filtrate is s... Reactants: FC1=C(N=C(NC1=O)CC(=O)[O-])N1CCOCC1.[Na+] (sodium (5-fluoro-4-morpholin-4-yl-6-oxo-1,6-dihydropyrimidin-2-yl)acetate), CC1NC2=CC(=CC=C2C1)F ((+)-2-methyl-6-fluoro-2,3-dihydro-1H-indole). The product is eluent 98/02, FC=1C(NC(=NC1N1CCOCC1)CC(=O)N1C(CC2=CC=C(C=C12)F)C)=O (5-fluoro-2-[2-((−)-6-fluoro-2-methyl-2,3-dihydroindol-1-yl)-2-oxoethyl]-6-morpholin-4-yl-3H-pyrimidin-4-one). Isolated yield 52.5%. RXN SMILES: [F:1][C:2]1[C:7](=[O:8])[NH:6][C:5]([CH2:9][C:10]([O-:12])=O)=[N:4][C:3]=1[N:13]1[CH2:18][CH2:17][O:16][CH2:15][CH2:14]1.[Na+].[CH3:20][CH:21]1[CH2:29][C:28]2[C:23](=[CH:24][C:25]([F:30])=[CH:26][CH:27]=2)[NH:22]1>>[F:1][C:2]1[C:7](=[O:8])[NH:6][C:5]([CH2:9][C:10]([N:22]2[C:23]3[C:28](=[CH:27][CH:26]=[C:25]([F:30])[CH:24]=3)[CH2:29][CH:21]2[CH3:20])=[O:12])=[N:4][C:3]=1[N:13]1[CH2:18][CH2:17][O:16][CH2:15][CH2:14]1 |f:0.1|. Reported procedure: The product is prepared by following the procedure described in example 1a (step 5a) using 123 mg of sodium (5-fluoro-4-morpholin-4-yl-6-oxo-1,6-dihydropyrimidin-2-yl)acetate obtained in step 2a of example 6a and 62 mg of (+)-2-methyl-6-fluoro-2,3-dihydro-1H-indole (reference example 6a). After silica column purification: eluent 98/02 dichloromethane/methanol, 84 mg of 5-fluoro-2-[2-((−)-6-fluoro-2-methyl-2,3-dihydroindol-1-yl)-2-oxoethyl]-6-morpholin-4-yl-3H-pyrimidin-4-one are obtained in the ...